Task: describe an organic reaction: reactants, conditions, products, and yield. Dataset: the Open Reaction Database (ORD), a public repository of structured organic reaction records The reactants are C(CCC)C(C(=O)OCC)CC1=CC=C(C=C1)OCCNC(=O)C1=CC=C(C=C1)C1=CC(=CC=C1)O (ethyl 2-butyl-3-[4-[2-(3′-hydroxybiphenyl-4-carbonylamino)ethoxy]phenyl]propionate), product, [OH-].[Na+] (sodium hydroxide). The product is C(CCC)C(C(=O)O)CC1=CC=C(C=C1)OCCNC(=O)C1=CC=C(C=C1)C1=CC(=CC=C1)O (2-Butyl-3-[4-[2-(3′-hydroxybiphenyl-4-carbonylamino)ethoxy]phenyl]propionic acid). Isolated yield 87.9%. Procedure: In a similar manner to that described in Example 2, ethyl 2-butyl-3-[4-[2-(3′-hydroxybiphenyl-4-carbonylamino)ethoxy]phenyl]propionate (350 mg), which is the product of Example 33, was reacted with aqueous sodium hydroxide solution (1N, 2.85 ml) and the reaction mixture was treated to give the title compound (290 mg) as a white powder. Reaction SMILES: [CH2:1]([CH:5]([CH2:11][C:12]1[CH:17]=[CH:16][C:15]([O:18][CH2:19][CH2:20][NH:21][C:22]([C:24]2[CH:29]=[CH:28][C:27]([C:30]3[CH:35]=[CH:34][CH:33]=[C:32]([OH:36])[CH:31]=3)=[CH:26][CH:25]=2)=[O:23])=[CH:14][CH:13]=1)[C:6]([O:8]CC)=[O:7])[CH2:2][CH2:3][CH3:4].[OH-].[Na+]>>[CH2:1]([CH:5]([CH2:11][C:12]1[CH:13]=[CH:14][C:15]([O:18][CH2:19][CH2:20][NH:21][C:22]([C:24]2[CH:25]=[CH:26][C:27]([C:30]3[CH:35]=[CH:34][CH:33]=[C:32]([OH:36])[CH:31]=3)=[CH:28][CH:29]=2)=[O:23])=[CH:16][CH:17]=1)[C:6]([OH:8])=[O:7])[CH2:2][CH2:3][CH3:4] |f:1.2|.